Dataset: the Open Reaction Database (ORD), a public repository of structured organic reaction records. Task: describe an organic reaction: reactants, conditions, products, and yield Starting materials: C1CCOC1, CNC, O=C(Cl)c1ccc2c(c1)COC2=O. Yields the product CN(C)C(=O)c1ccc2c(c1)COC2=O. Reaction SMILES: [CH2:17]1[O:18][CH2:19][CH2:20][CH2:21]1.[CH3:14][NH:15][CH3:16].[Cl:1][C:2](=[O:3])[c:4]1[cH:5][c:6]2[c:11]([cH:12][cH:13]1)[C:9](=[O:10])[O:8][CH2:7]2>>[C:2](=[O:3])([c:4]1[cH:5][c:6]2[c:11]([cH:12][cH:13]1)[C:9](=[O:10])[O:8][CH2:7]2)[N:15]([CH3:14])[CH3:16]. The reactants are COC1=CC(=C(C(=C1)C)S(=O)(=O)N(C)CC1=NN=C(S1)C(=O)OC)C (methyl 5-({[(4-methoxy-2,6-dimethylphenyl)sulfonyl](methyl)amino}methyl)-1,3,4-thiadiazole-2-carboxylate), N1(CCCC1)CCCN1CCNCC1 (1-(3-pyrrolidin-1-ylpropyl)piperazine), C[Al](C)C (trimethylaluminium). Solvent: C1CCOC1 (THF). The product is COC1=CC(=C(C(=C1)C)S(=O)(=O)N(CC=1SC(=NN1)C(=O)N1CCN(CC1)CCCN1CCCC1)C)C (4-Methoxy-N,2,6-trimethyl-N-[(5-{[4-(3-pyrrolidin-1-ylpropyl)piperazin-1-yl]carbonyl}-1,3,4-thiadiazol-2-yl)methyl]benzenesulfonamide). As a reaction SMILES: [CH3:1][O:2][C:3]1[CH:8]=[C:7]([CH3:9])[C:6]([S:10]([N:13]([CH2:15][C:16]2[S:20][C:19]([C:21]([O:23]C)=O)=[N:18][N:17]=2)[CH3:14])(=[O:12])=[O:11])=[C:5]([CH3:25])[CH:4]=1.[N:26]1([CH2:31][CH2:32][CH2:33][N:34]2[CH2:39][CH2:38][NH:37][CH2:36][CH2:35]2)[CH2:30][CH2:29][CH2:28][CH2:27]1.C[Al](C)C>C1COCC1>[CH3:1][O:2][C:3]1[CH:4]=[C:5]([CH3:25])[C:6]([S:10]([N:13]([CH3:14])[CH2:15][C:16]2[S:20][C:19]([C:21]([N:37]3[CH2:36][CH2:35][N:34]([CH2:33][CH2:32][CH2:31][N:26]4[CH2:27][CH2:28][CH2:29][CH2:30]4)[CH2:39][CH2:38]3)=[O:23])=[N:18][N:17]=2)(=[O:12])=[O:11])=[C:7]([CH3:9])[CH:8]=1. Procedure: The title compound was prepared according to general procedure BK using methyl 5-({[(4-methoxy-2,6-dimethylphenyl)sulfonyl](methyl)amino}methyl)-1,3,4-thiadiazole-2-carboxylate (200 mg, 0.50 mmol), 1-(3-pyrrolidin-1-ylpropyl)piperazine (118 mg, 0.60 mmol), THF (10 mL) and trimethylaluminium (2.0 M in toluene, 0.55 mL). The crude product was purified by FCC, eluting with 0-2% MeOH in DCM to afford the title compound as a white solid. The reactants are O=C([O-])[O-], O=C(c1ccc(Cl)cc1)c1ccc(CBr)cc1, [K+], [K+], CN(C)C=O, O=c1c2c(nc3[nH]ccn13)CCC2. Product: O=C(c1ccc(Cl)cc1)c1ccc(Cn2ccn3c(=O)c4c(nc23)CCC4)cc1. As a reaction SMILES: [C:31](=[O:32])([O-:33])[O-:34].[Cl:14][c:15]1[cH:16][cH:17][c:18]([C:19](=[O:20])[c:21]2[cH:22][cH:23][c:24]([CH2:25][Br:26])[cH:27][cH:28]2)[cH:29][cH:30]1.[K+:35].[K+:36].[O:37]=[CH:38][N:39]([CH3:40])[CH3:41].[nH:1]1[cH:2][cH:3][n:4]2[c:5]1[n:6][c:7]1[c:8]([c:9]2=[O:10])[CH2:11][CH2:12][CH2:13]1>>[n:1]1([CH2:25][c:24]2[cH:23][cH:22][c:21]([C:19]([c:18]3[cH:17][cH:16][c:15]([Cl:14])[cH:30][cH:29]3)=[O:20])[cH:28][cH:27]2)[cH:2][cH:3][n:4]2[c:5]1[n:6][c:7]1[c:8]([c:9]2=[O:10])[CH2:11][CH2:12][CH2:13]1. The reactants are solution, CN (methylamine), NC1=CC=C(C=C1)C=1N=CNC1 (4-(4-aminophenyl)-1-H-imidazole), C(C)OC(OCC)OCC (triethylorthoformate), OS(=O)(=O)O (H2SO4). Solvent: C(C)O (ethanol), Cl (hydrochloric acid). Yields the product CNC=NC1=CC=C(C=C1)C=1N=CNC1 (N-Methyl-N'-[4-(imidazol-4-yl)-phenyl]-formamidine). RXN SMILES: [NH2:1][C:2]1[CH:7]=[CH:6][C:5]([C:8]2[N:9]=[CH:10][NH:11][CH:12]=2)=[CH:4][CH:3]=1.[CH2:13](OC(OCC)OCC)C.OS(O)(=O)=O.[CH3:28][NH2:29]>C(O)C.Cl>[CH3:28][NH:29][CH:13]=[N:1][C:2]1[CH:3]=[CH:4][C:5]([C:8]2[N:9]=[CH:10][NH:11][CH:12]=2)=[CH:6][CH:7]=1. Reported procedure: A mixture of 1.59 gm of 4-(4-aminophenyl)-1-H-imidazole and 2.22 gm of triethylorthoformate was heated for 30 minutes at 100° C. in the presence of a catalytic amount of 96% H2SO4. A 33% solution of methylamine in ethanol (9.5 gm) was then added dropwise to the cooled reaction mixture. The solution was stirred at room temperature for twenty hours and then evaporated to dryness. The residue obtained was dissolved in 10% hydrochloric acid, and the acid solution was washed with ethyl acetate and th... Reactants: ON=Cc1ccccc1, O=C(O)COc1ccc(C(=O)c2ccc([N+](=O)[O-])cc2)c(Cl)c1Cl, [H-], [H][H], [Na+], CN(C)C=O. Product: O=C(O)COc1ccc(C(=O)c2ccc(O)cc2)c(Cl)c1Cl. As a reaction SMILES: [CH:3](=[N:4][OH:11])[c:5]1[cH:6][cH:7][cH:8][cH:9][cH:10]1.[Cl:14][c:15]1[c:16]([O:17][CH2:18][C:19](=[O:20])[OH:21])[cH:22][cH:23][c:24]([C:27]([c:28]2[cH:29][cH:30][c:31]([N+:34]([O-:35])=[O:36])[cH:32][cH:33]2)=[O:37])[c:25]1[Cl:26].[H-:1].[H:12][H:13].[Na+:2].[O:38]=[CH:39][N:40]([CH3:41])[CH3:42]>>[OH:11][c:31]1[cH:30][cH:29][c:28]([C:27]([c:24]2[cH:23][cH:22][c:16]([O:17][CH2:18][C:19](=[O:20])[OH:21])[c:15]([Cl:14])[c:25]2[Cl:26])=[O:37])[cH:33][cH:32]1. The reactants are CC(N)c1ccccc1, Cc1ccccc1, O=C1CCc2cc(Cl)ccc2C1, O. Yields the product CC(C1=Cc2ccc(Cl)cc2CC1)c1ccccc1. RXN SMILES: [CH3:13][CH:14]([c:15]1[cH:16][cH:17][cH:18][cH:19][cH:20]1)[NH2:21].[CH3:23][c:24]1[cH:25][cH:26][cH:27][cH:28][cH:29]1.[Cl:1][c:2]1[cH:3][c:4]2[c:9]([cH:10][cH:11]1)[CH2:8][C:7](=[O:12])[CH2:6][CH2:5]2.[OH2:22]>>[Cl:1][c:2]1[cH:3][c:4]2[c:9]([cH:10][cH:11]1)[CH:8]=[C:7]([CH:14]([CH3:13])[c:15]1[cH:16][cH:17][cH:18][cH:19][cH:20]1)[CH2:6][CH2:5]2. As a reaction SMILES: [CH3:21][C:22](=[O:23])[O:24][C:25](=[O:26])[CH3:27].[CH3:28][OH:29].[NH2:1][c:2]1[n:3][c:4]2[cH:5][cH:6][cH:7][cH:8][c:9]2[c:10]2[c:11]1[n:12][c:13]([CH2:19][NH2:20])[n:14]2[CH2:15][CH:16]([CH3:17])[CH3:18]>>[NH2:1][c:2]1[n:3][c:4]2[cH:5][cH:6][cH:7][cH:8][c:9]2[c:10]2[c:11]1[n:12][c:13]([CH2:19][NH:20][C:22]([CH3:21])=[O:23])[n:14]2[CH2:15][CH:16]([CH3:17])[CH3:18]. Product: CC(=O)NCc1nc2c(N)nc3ccccc3c2n1CC(C)C. The reactants are CC(=O)OC(C)=O, CO, CC(C)Cn1c(CN)nc2c(N)nc3ccccc3c21. The reactants are N([C@@H](CC1=CC=C(C=C1)O)C(=O)N[C@H](CCS(=O)C)C(=O)NCC(=O)N([C@@H](CC1=CC=CC=C1)C(=O)NNC(=O)C)CC)C(=O)OC(C)(C)C (BOC-Tyr-(D)-Met(O)-Gly-EtPhe-NHNHCOCH3), C1(=CC=CC=C1)OC (anisole), C(=O)(C(F)(F)F)O (TFA), NCC(=O)O (Gly), N[C@@H](CCSC)C(=O)O (Met), N[C@@H](CC1=CC=C(C=C1)O)C(=O)O (Tyr). Conditions: time 10 minute. The product is N[C@@H](CC1=CC=C(C=C1)O)C(=O)N[C@H](CCS(=O)C)C(=O)NCC(=O)N([C@@H](CC1=CC=CC=C1)C(=O)NNC(=O)C)CC (H-Tyr-(D)-Met(O)-Gly-EtPhe-NHNHCOCH3). Reaction SMILES: [NH:1](C(OC(C)(C)C)=O)[C@H:2]([C:11]([NH:13][C@@H:14]([C:20]([NH:22][CH2:23][C:24]([N:26]([CH2:42][CH3:43])[C@H:27]([C:35]([NH:37][NH:38][C:39]([CH3:41])=[O:40])=[O:36])[CH2:28][C:29]1[CH:34]=[CH:33][CH:32]=[CH:31][CH:30]=1)=[O:25])=[O:21])[CH2:15][CH2:16][S:17]([CH3:19])=[O:18])=[O:12])[CH2:3][C:4]1[CH:9]=[CH:8][C:7]([OH:10])=[CH:6][CH:5]=1.C1(OC)C=CC=CC=1.C(O)(C(F)(F)F)=O.NCC(O)=O.N[C@H](C(O)=O)CCSC.N[C@H](C(O)=O)CC1C=CC(O)=CC=1>>[NH2:1][C@H:2]([C:11]([NH:13][C@@H:14]([C:20]([NH:22][CH2:23][C:24]([N:26]([CH2:42][CH3:43])[C@H:27]([C:35]([NH:37][NH:38][C:39]([CH3:41])=[O:40])=[O:36])[CH2:28][C:29]1[CH:34]=[CH:33][CH:32]=[CH:31][CH:30]=1)=[O:25])=[O:21])[CH2:15][CH2:16][S:17]([CH3:19])=[O:18])=[O:12])[CH2:3][C:4]1[CH:5]=[CH:6][C:7]([OH:10])=[CH:8][CH:9]=1. Procedure details: To 0.20 g of BOC-Tyr-(D)-Met(O)-Gly-EtPhe-NHNHCOCH3 were added 0.2 ml of anisole and 4 ml of TFA, and the mixture was shaken for 10 minutes. Then, the solvent was distilled off and ether was added to the residue of thereby recover by filtration the product in the form of powder. The product was subjected to ion exchange with Amberlite IRA 410 (acetic acid type) and then poured on a column (2.2×120 cm) of Sephadex LH-20. The elution was conducted with 0.1 N acetic acid, and the fractions of 285 t...